This data is from the Open Reaction Database (ORD), a public repository of structured organic reaction records. The task is: describe an organic reaction: reactants, conditions, products, and yield The solvent is C(C)(=O)OC(C)=O (acetic anhydride). Reaction SMILES: [CH2:1]([O:3][C:4](=[O:26])[C:5]([N:7]1[CH2:16][CH2:15][C:14]2[C:9](=[CH:10][C:11]([O:19][CH:20]([CH3:22])[CH3:21])=[C:12]([O:17][CH3:18])[CH:13]=2)[CH:8]1C(O)=O)=O)[CH3:2].[CH3:27][S:28]([O:31][CH2:32][CH2:33][CH2:34][C:35]#[C:36][C:37]1[S:38][CH:39]=[CH:40][CH:41]=1)(=[O:30])=[O:29]>C(OC(=O)C)(=O)C>[CH:20]([O:19][C:11]1[CH:10]=[C:9]2[C:14]([CH2:15][CH2:16][N:7]3[C:5]([C:4]([O:3][CH2:1][CH3:2])=[O:26])=[C:35]([CH2:34][CH2:33][CH2:32][O:31][S:28]([CH3:27])(=[O:29])=[O:30])[C:36]([C:37]4[S:38][CH:39]=[CH:40][CH:41]=4)=[C:8]32)=[CH:13][C:12]=1[O:17][CH3:18])([CH3:21])[CH3:22]. Yields the product C(C)(C)OC1=C(C=C2CCN3C(C2=C1)=C(C(=C3C(=O)OCC)CCCOS(=O)(=O)C)C=3SC=CC3)OC (ethyl 9-isopropoxy-8-methoxy-2-(3-(methylsulfonyloxy)propyl)-1-(thiophen-2-yl)-5,6-dihydropyrrolo[2,1-a]isoquinoline-3-carboxylate). Reported procedure: A solution of 280 mg of 6b and 165 mg of 2b in 6 ml of acetic anhydride was heated in a microwave oven for 15 min at 140° C. The reaction mixture was cooled and residual solvents were removed by sequential coevaporation with toluene. The residue was purified by chromatography on silica gel, using a gradient of heptane/ethyl acetate as eluent, to provide 215 mg of 6c; MS-ESI: [M+1] 548.15. Reactants: C(C)OC(C(=O)N1C(C2=CC(=C(C=C2CC1)OC)OC(C)C)C(=O)O)=O (2-(2-ethoxy-2-oxoacetyl)-7-isopropoxy-6-methoxy-1,2,3,4-tetrahydroisoquinoline-1-carboxylic acid), CS(=O)(=O)OCCCC#CC=1SC=CC1 (5-(thiophen-2-yl)pent-4-ynyl methanesulfonate). Isolated yield 58.1%. Starting materials: CN(N1CCC(CC1)=O)C (1-dimethylamino-piperidin-4-one), [C-]#N.[K+] (potassium cyanide), C(O)([O-])=O.[Na+] (sodium hydrogencarbonate). Run in ClCCl (dichloromethane), O (water). Run at time 3 hour. Yields the product CN(N1CCC(CC1)(C#N)O)C (1-Dimethylamino-4-hydroxy-piperidine-4-carbonitrile). The yield is 67.2%. As a reaction SMILES: [CH3:1][N:2]([CH3:10])[N:3]1[CH2:8][CH2:7][C:6](=[O:9])[CH2:5][CH2:4]1.[C-:11]#[N:12].[K+].C(=O)([O-])O.[Na+]>ClCCl.O>[CH3:1][N:2]([CH3:10])[N:3]1[CH2:8][CH2:7][C:6]([OH:9])([C:11]#[N:12])[CH2:5][CH2:4]1 |f:1.2,3.4|. Procedure details: A solution of 6.0 g 1-dimethylamino-piperidin-4-one (prepared as described in Journal of Medicinal & Pharmaceutical Chemistry, 4, 423-36; 1961) in 30 ml of dichloromethane is added to a mixture of 4.1 g potassium cyanide and 10.6 g sodium hydrogencarbonate in 30 ml of water. The resulting mixture is stirred at room temperature for 3 hours, then extracted with ethyl acetate, the organic layer dried over sodium sulfate, and the solvent evaporated. 4.8 g 1-Dimethylamino-4-hydroxy-piperidine-4-carbo... Starting materials: [Li]CCCC (n-BuLi), C(C)(=O)[Si](C)(C)C (acetyltrimethylsilane), FC1=CC=C(C=O)C=C1 (4-fluorobenzaldehyde), LaCl3, C[Si](C)(C)C#N (Trimethylsilyl cyanide), Cl (HCl). Solvent: CCOCC (Et2O), C1CCOC1 (THF), C1CCOC1 (THF). Run at temperature -78 celsius, time 15 minute. Product: FC1=CC=C(C=C1)C(C(=O)C)O (1-(4-fluorophenyl)-1-hydroxyacetone). RXN SMILES: [Li]CCCC.C[Si](C#N)(C)C.[C:12]([Si](C)(C)C)(=[O:14])[CH3:13].[F:19][C:20]1[CH:27]=[CH:26][C:23]([CH:24]=[O:25])=[CH:22][CH:21]=1.Cl>C1COCC1.CCOCC>[F:19][C:20]1[CH:27]=[CH:26][C:23]([CH:24]([OH:25])[C:12]([CH3:13])=[O:14])=[CH:22][CH:21]=1. Procedure: A suspension of ground LaCl3 (26 mg, 0.104 mmol) in dry THF (7.8 mL) under N2 was cooled to −78° C. and stirred for 15 min. A solution of n-BuLi (1.6 M in hexanes, 195 μL, 0.312 mmol) was added and stirring was continued for 15 min. The reaction was warmed to 0° C. and stirred for 30 min. Trimethylsilyl cyanide (31 mg, 42 μL, 0.312 mmol) was added and the reaction was stirred for 30 min at 0° C. and warmed to room temperature over 30 min. A solution of acetyltrimethylsilane (Cunico, R. F., Kuan,... The reactants are CCCCCCCCCCCCCCCC(=O)C1(n2cnc3c(=O)[nH]c(N)nc32)CC(O)C(CO)O1, CCCCCCCC(=O)Cl, CCCCCCCCCCCCCCCC(=O)Cl. Product: CCCCCCCC(=O)C1(n2cnc3c(=O)[nH]c(N)nc32)CC(O)C(CO)O1. As a reaction SMILES: [C:1]([CH2:2][CH2:3][CH2:4][CH2:5][CH2:6][CH2:7][CH2:8][CH2:9][CH2:10][CH2:11][CH2:12][CH2:13][CH2:14][CH2:15][CH3:16])(=[O:17])[C:18]1([n:26]2[cH:27][n:28][c:29]3[c:30](=[O:31])[nH:32][c:33]([NH2:34])[n:35][c:36]23)[CH2:19][CH:20]([OH:21])[CH:22]([CH2:23][OH:24])[O:25]1.[C:37]([Cl:38])(=[O:39])[CH2:40][CH2:41][CH2:42][CH2:43][CH2:44][CH2:45][CH3:46].[C:47]([Cl:48])(=[O:49])[CH2:50][CH2:51][CH2:52][CH2:53][CH2:54][CH2:55][CH2:56][CH2:57][CH2:58][CH2:59][CH2:60][CH2:61][CH2:62][CH2:63][CH3:64]>>[C:1]([CH2:2][CH2:3][CH2:4][CH2:5][CH2:6][CH2:7][CH3:8])(=[O:17])[C:18]1([n:26]2[cH:27][n:28][c:29]3[c:30](=[O:31])[nH:32][c:33]([NH2:34])[n:35][c:36]23)[CH2:19][CH:20]([OH:21])[CH:22]([CH2:23][OH:24])[O:25]1. Starting materials: CCCN(C)C(=O)c1cc(C=C(F)F)cc(C(=O)OCC)c1, C1CCOC1, Cl, [Li+], [OH-]. Product: CCCN(C)C(=O)c1cc(C=C(F)F)cc(C(=O)O)c1. Reaction SMILES: [CH2:1]([CH3:2])[O:3][C:4]([c:5]1[cH:6][c:7]([C:8](=[O:9])[N:10]([CH2:11][CH2:12][CH3:13])[CH3:14])[cH:15][c:16]([CH:18]=[C:19]([F:20])[F:21])[cH:17]1)=[O:22].[CH2:26]1[O:27][CH2:28][CH2:29][CH2:30]1.[ClH:25].[Li+:23].[OH-:24]>>[O:3]=[C:4]([c:5]1[cH:6][c:7]([C:8](=[O:9])[N:10]([CH2:11][CH2:12][CH3:13])[CH3:14])[cH:15][c:16]([CH:18]=[C:19]([F:20])[F:21])[cH:17]1)[OH:22]. Isolated yield 1.6%. Run at temperature 90 celsius. Starting materials: BrC=1C=CC2=C(N=C(S2)CNS(=O)(=O)C)C1 (N-(5-Bromo-benzothiazol-2-ylmethyl) methane sulfonamide), FC(C(=O)N[C@@H]([C@@H](C1=CC=C(C=C1)[Sn](C)(C)C)O)CF)F (2,2-Difluoro-N-[(1S,2R)-1-fluoromethyl-2-hydroxy-2-(4-trimethylstannanyl-phenyl)-ethyl]acetamide), [Cl-].[Li+] (lithium chloride). Reagents/catalysts: Cl[Pd]([P](C1=CC=CC=C1)(C2=CC=CC=C2)C3=CC=CC=C3)([P](C4=CC=CC=C4)(C5=CC=CC=C5)C6=CC=CC=C6)Cl (Pd(PPh3)2Cl2). Run in O (water), CN1C(CCC1)=O (N-Methyl-2-pyrrolidone). Procedure: To a stirred solution of N-(5-Bromo-benzothiazol-2-ylmethyl) methane sulfonamide (0.21 g, 0.656 mmol) and 2,2-Difluoro-N-[(1S,2R)-1-fluoromethyl-2-hydroxy-2-(4-trimethylstannanyl-phenyl)-ethyl]acetamide (0.404 g, 0.984 mmol) in N-Methyl-2-pyrrolidone (9 mL) is added lithium chloride (0.084 g, 1.968 mmol) at room temperature. Resulting reaction mixture is degassed with nitrogen for 15 minutes then Pd(PPh3)2Cl2 (0.046 g, 0.065 mmol) is added. The reaction mixture heated to 90° C. for 16 hours. Rea... The product is FC(C(=O)N[C@@H]([C@@H](C1=CC=C(C=C1)C=1C=CC2=C(N=C(S2)CNS(=O)(=O)C)C1)O)CF)F (2,2-Difluoro-N-((1S,2R)-1-fluoromethyl-2-hydroxy-2-{4-[2-(methanesulfonylamino-methyl)-benzothiazol-5-yl]-phenyl}-ethyl)-acetamide). As a reaction SMILES: Br[C:2]1[CH:3]=[CH:4][C:5]2[S:9][C:8]([CH2:10][NH:11][S:12]([CH3:15])(=[O:14])=[O:13])=[N:7][C:6]=2[CH:16]=1.[F:17][CH:18]([F:37])[C:19]([NH:21][C@H:22]([CH2:35][F:36])[C@H:23]([OH:34])[C:24]1[CH:29]=[CH:28][C:27]([Sn](C)(C)C)=[CH:26][CH:25]=1)=[O:20].[Cl-].[Li+]>CN1CCCC1=O.O.Cl[Pd](Cl)([P](C1C=CC=CC=1)(C1C=CC=CC=1)C1C=CC=CC=1)[P](C1C=CC=CC=1)(C1C=CC=CC=1)C1C=CC=CC=1>[F:17][CH:18]([F:37])[C:19]([NH:21][C@H:22]([CH2:35][F:36])[C@H:23]([OH:34])[C:24]1[CH:25]=[CH:26][C:27]([C:2]2[CH:3]=[CH:4][C:5]3[S:9][C:8]([CH2:10][NH:11][S:12]([CH3:15])(=[O:14])=[O:13])=[N:7][C:6]=3[CH:16]=2)=[CH:28][CH:29]=1)=[O:20] |f:2.3,^1:50,69|. Starting materials: CC(C)(C)OC(=O)NCCCC(=O)O, NC1CCc2ccccc2NC1=O. Product: CC(C)(C)OC(=O)NCCCC(=O)NC1CCc2ccccc2NC1=O. RXN SMILES: [C:14]([CH3:15])([CH3:16])([CH3:17])[O:18][C:19](=[O:20])[NH:21][CH2:22][CH2:23][CH2:24][C:25](=[O:26])[OH:27].[NH2:1][CH:2]1[C:3](=[O:13])[NH:4][c:5]2[c:6]([cH:9][cH:10][cH:11][cH:12]2)[CH2:7][CH2:8]1>>[NH:1]([CH:2]1[C:3](=[O:13])[NH:4][c:5]2[c:6]([cH:9][cH:10][cH:11][cH:12]2)[CH2:7][CH2:8]1)[C:25]([CH2:24][CH2:23][CH2:22][NH:21][C:19]([O:18][C:14]([CH3:15])([CH3:16])[CH3:17])=[O:20])=[O:26].